From a dataset of the Open Reaction Database (ORD), a public repository of structured organic reaction records. describe an organic reaction: reactants, conditions, products, and yield The reactants are CCCCCCC, Cl, [K+], N#Cc1c[nH]c2nc(N)nc(Nc3cc(-c4cc5ccccc5s4)c4[nH]ncc4c3)c12, N#Cn1cnc2nc(N)cc-2c1Cl, [OH-], O=P(Cl)(Cl)Cl. Product: NC(=O)c1c[nH]c2nc(N)nc(Nc3cc(-c4cc5ccccc5s4)c4[nH]ncc4c3)c12. As a reaction SMILES: [CH3:53][CH2:54][CH2:55][CH2:56][CH2:57][CH2:58][CH3:59].[ClH:50].[K+:52].[NH2:1][c:2]1[n:3][c:4]([NH:13][c:14]2[cH:15][c:16]3[cH:17][n:18][nH:19][c:20]3[c:21](-[c:23]3[cH:24][c:25]4[c:26]([s:27]3)[cH:28][cH:29][cH:30][cH:31]4)[cH:22]2)[c:5]2[c:6]([n:7]1)[nH:8][cH:9][c:10]2[C:11]#[N:12].[NH2:32][c:33]1[n:34][c:35]2[n:36][cH:37][n:38]([C:39]#[N:40])[c:41]([Cl:42])[c:43]-2[cH:44]1.[OH-:51].[P:45](=[O:46])([Cl:47])([Cl:48])[Cl:49]>>[NH2:1][c:2]1[n:3][c:4]([NH:13][c:14]2[cH:15][c:16]3[cH:17][n:18][nH:19][c:20]3[c:21](-[c:23]3[cH:24][c:25]4[c:26]([s:27]3)[cH:28][cH:29][cH:30][cH:31]4)[cH:22]2)[c:5]2[c:6]([n:7]1)[nH:8][cH:9][c:10]2[C:11]([NH2:12])=[O:46]. The reactants are C(C)(C)(C)OC(=O)N1CCC(CC1)N(C(=O)NC=1SC(=CN1)C=O)C1CCC(CC1)C (4-[3-(5-formyl-thiazol-2-yl)-1-(4-methyl-cyclohexyl)-ureido]-piperidine-1-carboxylic acid tert-butyl ester), Cl.COC(CC(N1CCNCC1)=O)=O (3-oxo-3-piperazin-1-yl-propionic acid methyl ester hydrochloride), C(C)(=O)O[BH-](OC(C)=O)OC(C)=O.[Na+] (sodium triacetoxyborohydride). The product is C(C)(C)(C)OC(=O)N1CCC(CC1)N(C(=O)NC=1SC(=CN1)CN1CCN(CC1)C(CC(=O)OC)=O)C1CCC(CC1)C (4-[3-{5-[4-(2-Methoxycarbonyl-acetyl)-piperazin-1-ylmethyl]-thiazol-2-yl}-1-(4-methyl-cyclohexyl)-ureido]-piperidine-1-carboxylic acid tert-butyl ester). Yield: 24.7%. As a reaction SMILES: [C:1]([O:5][C:6]([N:8]1[CH2:13][CH2:12][CH:11]([N:14]([CH:25]2[CH2:30][CH2:29][CH:28]([CH3:31])[CH2:27][CH2:26]2)[C:15]([NH:17][C:18]2[S:19][C:20]([CH:23]=O)=[CH:21][N:22]=2)=[O:16])[CH2:10][CH2:9]1)=[O:7])([CH3:4])([CH3:3])[CH3:2].Cl.[CH3:33][O:34][C:35](=[O:45])[CH2:36][C:37](=[O:44])[N:38]1[CH2:43][CH2:42][NH:41][CH2:40][CH2:39]1.C(O[BH-](OC(=O)C)OC(=O)C)(=O)C.[Na+]>>[C:1]([O:5][C:6]([N:8]1[CH2:13][CH2:12][CH:11]([N:14]([CH:25]2[CH2:30][CH2:29][CH:28]([CH3:31])[CH2:27][CH2:26]2)[C:15]([NH:17][C:18]2[S:19][C:20]([CH2:23][N:41]3[CH2:40][CH2:39][N:38]([C:37](=[O:44])[CH2:36][C:35]([O:34][CH3:33])=[O:45])[CH2:43][CH2:42]3)=[CH:21][N:22]=2)=[O:16])[CH2:10][CH2:9]1)=[O:7])([CH3:4])([CH3:3])[CH3:2] |f:1.2,3.4|. Reported procedure: Prepared as described in general procedure (P) using 4-[3-(5-formyl-thiazol-2-yl)-1-(4-methyl-cyclohexyl)-ureido]-piperidine-1-carboxylic acid tert-butyl ester (68 mg, 0.15 mmol), 3-oxo-3-piperazin-1-yl-propionic acid methyl ester hydrochloride (54 mg, 0.19 mmol) and sodium triacetoxyborohydride (38 mg, 0.18 mmol) to afford 23 mg (25%) of the desired product after purification. Run in CCOC(=O)C (EtOAc). Run at time 16 hour. As a reaction SMILES: [CH:1]1([O:6][C:7]2[CH:8]=[C:9]([CH:30]=[CH:31][C:32]=2[O:33][CH3:34])[N:10]([C:18]2[CH:23]=[CH:22][C:21]([N+:24]([O-])=O)=[C:20]([C:27]([OH:29])=[O:28])[CH:19]=2)[CH2:11][C:12]2[CH:13]=[N:14][CH:15]=[CH:16][CH:17]=2)[CH2:5][CH2:4][CH2:3][CH2:2]1.[C:35](OC(=O)C)(=[O:37])[CH3:36]>CCOC(C)=O.O=[Pt]=O>[CH:1]1([O:6][C:7]2[CH:8]=[C:9]([CH:30]=[CH:31][C:32]=2[O:33][CH3:34])[N:10]([C:18]2[CH:23]=[CH:22][C:21]([NH:24][C:35](=[O:37])[CH3:36])=[C:20]([C:27]([OH:29])=[O:28])[CH:19]=2)[CH2:11][C:12]2[CH:13]=[N:14][CH:15]=[CH:16][CH:17]=2)[CH2:5][CH2:4][CH2:3][CH2:2]1. Reagents/catalysts: O=[Pt]=O (PtO2). Reported procedure: A solution of 3-cyclopentyloxy-4-methoxy-N-(3-carboxy-4-nitrophenyl)-N-(3-pyridylmethyl)aniline (200 mg, 0.43 mmol) in 35 mL of EtOAc and 0.1 mL (1.08 mmol) of acetic anhydride was hydrogenated at atmospheric pressure over 20 mg of PtO2 with stirring for 16 hours. The catalyst was removed by filtration and the solution concentrated. The residue was partitioned between 50 mL of DCM and 100 mL of brine. The organic layer was separated, dried (Na2SO4), and concentrated. The residue was chromatograp... Yields the product C1(CCCC1)OC=1C=C(N(CC=2C=NC=CC2)C2=CC(=C(C=C2)NC(C)=O)C(=O)O)C=CC1OC (3-Cyclopentyloxy-4-methoxy-N-(4-acetamido-3-carboxyphenyl)-N-(3-pyridylmethyl)aniline). Reactants: C1(CCCC1)OC=1C=C(N(CC=2C=NC=CC2)C2=CC(=C(C=C2)[N+](=O)[O-])C(=O)O)C=CC1OC (3-cyclopentyloxy-4-methoxy-N-(3-carboxy-4-nitrophenyl)-N-(3-pyridylmethyl)aniline), C(C)(=O)OC(C)=O (acetic anhydride). The yield is 51.3%. Reactants: C(C)N(CCC(C1=CC=CC=C1)NC(=O)CC1=NC2=CC=CC=C2C=C1)CC (N-(3-diethylamino-1-phenylpropyl)quinaldinamide), C(\C=C\C(=O)O)(=O)O (fumaric acid). Run in C(C)O (ethanol). Product: C(\C=C\C(=O)O)(=O)O.C(C)N(CCC(C1=CC=CC=C1)NC(=O)CC1=NC2=CC=CC=C2C=C1)CC (N-(3-diethylamino-1-phenylpropyl)quinaldinamide fumarate). The yield is 77.3%. Reaction SMILES: [CH2:1]([N:3]([CH2:27][CH3:28])[CH2:4][CH2:5][CH:6]([NH:13][C:14]([CH2:16][C:17]1[CH:26]=[CH:25][C:24]2[C:19](=[CH:20][CH:21]=[CH:22][CH:23]=2)[N:18]=1)=[O:15])[C:7]1[CH:12]=[CH:11][CH:10]=[CH:9][CH:8]=1)[CH3:2].[C:29]([OH:36])(=[O:35])/[CH:30]=[CH:31]/[C:32]([OH:34])=[O:33]>C(O)C>[C:29]([OH:36])(=[O:35])/[CH:30]=[CH:31]/[C:32]([OH:34])=[O:33].[CH2:27]([N:3]([CH2:1][CH3:2])[CH2:4][CH2:5][CH:6]([NH:13][C:14]([CH2:16][C:17]1[CH:26]=[CH:25][C:24]2[C:19](=[CH:20][CH:21]=[CH:22][CH:23]=2)[N:18]=1)=[O:15])[C:7]1[CH:8]=[CH:9][CH:10]=[CH:11][CH:12]=1)[CH3:28] |f:3.4|. Procedure details: In ethanol were dissolved under heating 1.08 g (3.0 mmol.) of N-(3-diethylamino-1-phenylpropyl)quinaldinamide and 313 mg (3.0 mmol.) of fumaric acid. The resulting solution was evaporated under reduced pressure to remove the solvent. The residue was recrystallized from 8 ml of ethanol to obtain 1.14 g (yield: 88%) of the subject compound as a white crystalline product. Procedure: 1-(4-Ethoxybutyl)-4-piperidone is prepared from 4-piperidone and 1-chloro-4-ethoxybutane essentially as described above in Example 38, Scheme C, step a. The reactants are N1CCC(CC1)=O (4-piperidone), ClCCCCOCC (1-chloro-4-ethoxybutane). Product: C(C)OCCCCN1CCC(CC1)=O (1-(4-Ethoxybutyl)-4-piperidone). Reaction SMILES: [NH:1]1[CH2:6][CH2:5][C:4](=[O:7])[CH2:3][CH2:2]1.Cl[CH2:9][CH2:10][CH2:11][CH2:12][O:13][CH2:14][CH3:15]>>[CH2:14]([O:13][CH2:12][CH2:11][CH2:10][CH2:9][N:1]1[CH2:6][CH2:5][C:4](=[O:7])[CH2:3][CH2:2]1)[CH3:15]. Starting materials: ClCCC[Si](OCC)(OCC)OCC (chloropropyltriethoxysilane), [S-]C#N.[Na+] (sodium thiocyanate). Run in C(C)O (ethanol). Product: S(C#N)CCC[Si](OCC)(OCC)OCC (thiocyanatopropyltriethoxysilane). RXN SMILES: Cl[CH2:2][CH2:3][CH2:4][Si:5]([O:12][CH2:13][CH3:14])([O:9][CH2:10][CH3:11])[O:6][CH2:7][CH3:8].[S-:15][C:16]#[N:17].[Na+]>C(O)C>[S:15]([CH2:2][CH2:3][CH2:4][Si:5]([O:12][CH2:13][CH3:14])([O:9][CH2:10][CH3:11])[O:6][CH2:7][CH3:8])[C:16]#[N:17] |f:1.2|. Procedure details: After a solution of chloropropyltriethoxysilane and sodium thiocyanate react in ethanol to form a thiocyanatopropyltriethoxysilane suspension, salt resulting from the reacting step is removed from the ethanol-containing centrifugate and washed. The first embodiment for manufacturing thiocyanatopropyltriethoxysilane includes adding the wash ethanol to the solution in the reacting step, distilling the centrifugate to remove ethanol, and removing solids from a thiocyanatopropyltriethoxysilane resid...